This data is from the Open Reaction Database (ORD), a public repository of structured organic reaction records. The task is: describe an organic reaction: reactants, conditions, products, and yield Reactants: O (water), C(C)(=O)C1=CC(=C(OCCCCCBr)C=C1O)CC (5-(4-acetyl-2-ethyl-5-hydroxyphenoxy)pentyl bromide), N1N=NC=C1 (triazole), C([O-])([O-])=O.[K+].[K+] (potassium carbonate), CN(C=O)C (dimethylformamide). Reaction conditions: temperature 85 celsius. The product is C(C)C=1C(=CC(=C(C1)C(C)=O)O)OCCCCCN1N=CN=C1 (1-(5-Ethyl-2-hydroxy-4-{[5-(1H-1,2,4-triazol-1-yl)pentyl]oxy}phenyl)ethanone). As a reaction SMILES: [C:1]([C:4]1[C:16]([OH:17])=[CH:15][C:7]([O:8][CH2:9][CH2:10][CH2:11][CH2:12][CH2:13]Br)=[C:6]([CH2:18][CH3:19])[CH:5]=1)(=[O:3])[CH3:2].N1C=[CH:23][N:22]=[N:21]1.C(=O)([O-])[O-].[K+].[K+].O.[CH3:32][N:33](C)C=O>>[CH2:18]([C:6]1[C:7]([O:8][CH2:9][CH2:10][CH2:11][CH2:12][CH2:13][N:22]2[CH:23]=[N:33][CH:32]=[N:21]2)=[CH:15][C:16]([OH:17])=[C:4]([C:1](=[O:3])[CH3:2])[CH:5]=1)[CH3:19] |f:2.3.4|. Reported procedure: A mixture of 0.3 g of 5-(4-acetyl-2-ethyl-5-hydroxyphenoxy)pentyl bromide, 0.06 % of triazole, and 0.13 g of potassium carbonate in dimethylformamide was heated at 80-90° C. for approximately 18 hours. The mixture was poured into acidic water and extracted with ethyl acetate and methylene chloride. The extracts were combined, washed with dilute sodium hydroxide solution, dried over sodium sulfate, and concentrated in vacuo. The residue was twice crystallized from ethyl acetate/hexane to provide ... The reactants are C1C=CC2=CC=CC=C12 (indene), [OH-].[K+] (KOH), CN1C(CCCC1)=O (1-methylpiperidone), P(O)(O)(O)=O (phosphoric acid). The solvent is COCCOC (DME), COCCOC (DME), CCOCC (Et2O). The product is C1(C=CC2=CC=CC=C12)C1(CCN(CC1)C)C1C=CC2=CC=CC=C12 (4,4-bis-indenyl-1-methyl-piperidine). As a reaction SMILES: [CH2:1]1[C:9]2[C:4](=[CH:5][CH:6]=[CH:7][CH:8]=2)[CH:3]=[CH:2]1.[OH-].[K+].[CH3:12][N:13]1[CH2:18][CH2:17][CH2:16][CH2:15][C:14]1=O.P(=O)(O)(O)O>COCCOC.CCOCC>[CH:1]1([C:16]2([CH:1]3[C:9]4[C:4](=[CH:5][CH:6]=[CH:7][CH:8]=4)[CH:3]=[CH:2]3)[CH2:17][CH2:18][N:13]([CH3:12])[CH2:14][CH2:15]2)[C:9]2[C:4](=[CH:5][CH:6]=[CH:7][CH:8]=2)[CH:3]=[CH:2]1 |f:1.2|. Procedure details: 0.25 mole of indene was added within 0.5 hours under vigorous stirring to the suspension of 15 g of KOH powder in 150 ml of DME. The mixture was heated to reflux. Then 0.1 mole of 1-methylpiperidone dissolved in 10 ml of DME was added dropwise within 0.5 hours and the mixture was stirred under reflux for additional 2 hours. The resulting mixture was cooled, treated by 200 ml of diluted phosphoric acid till the neutralization and by 100 ml of Et2O. The organic layer was separated and treated by 2... Starting materials: ClC=1C=C2N(C(N1)=O)CCN2 (7-chloro-2,3-dihydroimidazo[1,2-c]pyrimidin-5(1H)-one), C1(CC1)B(O)O (cyclopropylboronic acid), N1=CC=C(C=C1)C1=CC=NC=C1 (4,4′-bipyridine), C(=O)([O-])[O-].[Na+].[Na+] (Na2CO3). The reagents and catalysts are C(C)(=O)[O-].[Cu+] (copper (I) acetate). Solvent: ClCCCl (1,2-dichloroethane). Reaction conditions: temperature 70 celsius, time 3 hour. Product: ClC=1C=C2N(C(N1)=O)CCN2C2CC2 (7-chloro-1-cyclopropyl-2,3-dihydroimidazo[1,2-c]pyrimidin-5(1H)-one). The yield is 54.0%. As a reaction SMILES: [Cl:1][C:2]1[CH:3]=[C:4]2[NH:11][CH2:10][CH2:9][N:5]2[C:6](=[O:8])[N:7]=1.[CH:12]1(B(O)O)[CH2:14][CH2:13]1.N1C=CC(C2C=CN=CC=2)=CC=1.C([O-])([O-])=O.[Na+].[Na+]>ClCCCl.C([O-])(=O)C.[Cu+]>[Cl:1][C:2]1[CH:3]=[C:4]2[N:11]([CH:12]3[CH2:14][CH2:13]3)[CH2:10][CH2:9][N:5]2[C:6](=[O:8])[N:7]=1 |f:3.4.5,7.8|. Procedure details: A mixture of 7-chloro-2,3-dihydroimidazo[1,2-c]pyrimidin-5(1H)-one (300 mg, 1.75 mmol), cyclopropylboronic acid (300 mg, 3.50 mmol), 4,4′-bipyridine (273 mg, 1.75 mmol), copper (I) acetate (214 mg, 1.75 mmol) and Na2CO3 (371 mg, 3.50 mmol) in 1,2-dichloroethane (DCE) (20 mL) was stirred at 70° C. for 3 h and concentrated to remove solvent under vacuo. Purification via Biotage system with inverse phase column (water and acetonitrile as eluent) afforded the title product (200 mg). Product: Cc1ccccc1-c1nc(C)c(C(=O)Nc2ccc(N3CCOCC3)nc2)o1. Reactants: Cc1ccccc1-c1nc(C)c(C(=O)ON2C(=O)CCC2=O)o1, Nc1ccc(N2CCOCC2)nc1. As a reaction SMILES: [O:1]=[C:2]1[CH2:3][CH2:4][C:5](=[O:6])[N:7]1[O:8][C:9](=[O:10])[c:11]1[c:12]([CH3:23])[n:13][c:14](-[c:16]2[c:17]([CH3:22])[cH:18][cH:19][cH:20][cH:21]2)[o:15]1.[O:24]1[CH2:25][CH2:26][N:27]([c:30]2[cH:31][cH:32][c:33]([NH2:36])[cH:34][n:35]2)[CH2:28][CH2:29]1>>[C:9](=[O:10])([c:11]1[c:12]([CH3:23])[n:13][c:14](-[c:16]2[c:17]([CH3:22])[cH:18][cH:19][cH:20][cH:21]2)[o:15]1)[NH:36][c:33]1[cH:32][cH:31][c:30]([N:27]2[CH2:26][CH2:25][O:24][CH2:29][CH2:28]2)[n:35][cH:34]1. Reactants: C(C)(C)(C)OC(=O)N[C@H](C(=O)N[C@H](C(=O)O)CC1=CC(=C(C=C1)OCC(=O)OC)C(=O)OC)CC1=CC=CC=C1 ((2S)-2-({(2S)-2-[(tert-butoxycarbonyl)amino]-3-phenylpropanoyl}amino)-3-[3-(methoxycarbonyl)-4-(2-methoxy-2-oxoethoxy)phenyl]propanoic acid), C(C1=CC=CC=C1)N (benzylamine). Product: C(C1=CC=CC=C1)NC([C@H](CC=1C=CC(=C(C(=O)O)C1)OCC(=O)O)NC([C@H](CC1=CC=CC=C1)NC(=O)OC(C)(C)C)=O)=O (5-[(2S)-3-(Benzylamino)-2-({(2S)-2-[(tert-butoxycarbonyl)amino]-3-phenyl-propa-noyl}amino)-3-oxopropyl]-2-(carboxymethoxy)benzoic Acid). Reaction SMILES: [C:1]([O:5][C:6]([NH:8][C@@H:9]([CH2:34][C:35]1[CH:40]=[CH:39][CH:38]=[CH:37][CH:36]=1)[C:10]([NH:12][C@@H:13]([CH2:17][C:18]1[CH:23]=[CH:22][C:21]([O:24][CH2:25][C:26]([O:28]C)=[O:27])=[C:20]([C:30]([O:32]C)=[O:31])[CH:19]=1)[C:14](O)=[O:15])=[O:11])=[O:7])([CH3:4])([CH3:3])[CH3:2].[CH2:41]([NH2:48])[C:42]1[CH:47]=[CH:46][CH:45]=[CH:44][CH:43]=1>>[CH2:41]([NH:48][C:14](=[O:15])[C@@H:13]([NH:12][C:10](=[O:11])[C@@H:9]([NH:8][C:6]([O:5][C:1]([CH3:3])([CH3:2])[CH3:4])=[O:7])[CH2:34][C:35]1[CH:40]=[CH:39][CH:38]=[CH:37][CH:36]=1)[CH2:17][C:18]1[CH:23]=[CH:22][C:21]([O:24][CH2:25][C:26]([OH:28])=[O:27])=[C:20]([CH:19]=1)[C:30]([OH:32])=[O:31])[C:42]1[CH:47]=[CH:46][CH:45]=[CH:44][CH:43]=1. Procedure details: Synthesis was performed from (2S)-2-({(2S)-2-[(tert-butoxycarbonyl)amino]-3-phenylpropanoyl}amino)-3-[3-(methoxycarbonyl)-4-(2-methoxy-2-oxoethoxy)phenyl]propanoic acid and benzylamine (31 μL) according to Method A to give a material which was re-purified by reversed phase C-18 HPLC in absence of trifluoroacetic acid to give the title compound (29 mg). 1H-NMR (400 MHz, CD3OD) d 7.78 (s, 1H), 7.36 (dd, J=2.0 Hz, J=8.6 Hz, 1H), 7.30-7.13 (m, 10H), 6.96 (d, J=8.5 Hz, 1H), 4.79 (s, 2H), 4.58 (t, J=6... Starting materials: CCOc1nnc(C(C)Br)s1, O=C([O-])[O-], [I-], [K+], [K+], [K+], CN(C)C=O, O, Oc1ccc(Oc2ccccn2)cc1. Product: CCOc1nnc(C(C)Oc2ccc(Oc3ccccn3)cc2)s1. As a reaction SMILES: [Br:23][CH:24]([CH3:25])[c:26]1[s:27][c:28]([O:31][CH2:32][CH3:33])[n:29][n:30]1.[C:15](=[O:16])([O-:17])[O-:18].[I-:22].[K+:19].[K+:20].[K+:21].[O:35]=[CH:36][N:37]([CH3:38])[CH3:39].[OH2:34].[n:1]1[c:2]([O:7][c:8]2[cH:9][cH:10][c:11]([OH:14])[cH:12][cH:13]2)[cH:3][cH:4][cH:5][cH:6]1>>[n:1]1[c:2]([O:7][c:8]2[cH:9][cH:10][c:11]([O:14][CH:24]([CH3:25])[c:26]3[s:27][c:28]([O:31][CH2:32][CH3:33])[n:29][n:30]3)[cH:12][cH:13]2)[cH:3][cH:4][cH:5][cH:6]1.